From a dataset of the Open Reaction Database (ORD), a public repository of structured organic reaction records. describe an organic reaction: reactants, conditions, products, and yield Reaction SMILES: [Br:1][c:2]1[s:3][c:4]([C:8](=[O:9])[OH:10])[c:5]([CH3:7])[n:6]1.[CH3:11][N:12]1[CH2:13][CH2:14][O:15][CH2:16][CH2:17]1.[Cl:18][C:19]([O:20][CH2:21][CH:22]([CH3:23])[CH3:24])=[O:25].[NH2:26][CH2:27][c:28]1[cH:29][n:30][cH:31][cH:32][cH:33]1.[O:34]1[CH2:35][CH2:36][CH2:37][CH2:38]1>>[Br:1][c:2]1[s:3][c:4]([C:8](=[O:10])[NH:26][CH2:27][c:28]2[cH:29][n:30][cH:31][cH:32][cH:33]2)[c:5]([CH3:7])[n:6]1. The reactants are Cc1nc(Br)sc1C(=O)O, CN1CCOCC1, CC(C)COC(=O)Cl, NCc1cccnc1, C1CCOC1. Yields the product Cc1nc(Br)sc1C(=O)NCc1cccnc1. The reactants are [Na] (sodium), C(C)OC=O (formic acid ethyl ester), 40.9, C(C)OC(CC#N)OCC (cyanacetaldehyde diethylacetal), [Na] (sodium). The solvent is CCOCC (ether), CCOCC (ether). The product is [Na] (sodium), C(C)OC(C(C#N)=CO)OCC (hydroxymethylene-cyanacetaldehyde diethylacetal). RXN SMILES: [CH2:1]([O:3][CH:4]([O:8][CH2:9][CH3:10])[CH2:5][C:6]#[N:7])[CH3:2].[CH2:11]([O:13]C=O)C.[Na:16]>CCOCC>[Na:16].[CH2:1]([O:3][CH:4]([O:8][CH2:9][CH3:10])[C:5](=[CH:11][OH:13])[C:6]#[N:7])[CH3:2] |^1:15,21|. Reported procedure: A mixture of 40.9 . of cyanacetaldehyde diethylacetal, 26.2 g. of formic acid ethyl ester and 100 ml. of absolute ether are added dropwise with stirring to a suspension of 7.4 g. of powdered sodium in 500 ml. of absolute ether. The mixture is stirred at room temperature until disappearance of the sodium (16 hours). Then, the brown precipitate formed (crude sodium salt of hydroxymethylene-cyanacetaldehyde diethylacetal) is left to settle and the supernatant solution is removed by decantation. The... The reactants are C1(CC1)CN(C1=C(C=C2C(=N1)N(C(=N2)C)C)CN(C#N)CC2=CC(=CC(=C2)C(F)(F)F)C(F)(F)F)CC2CC2 ([5-(bis-cyclopropylmethyl-amino)-2,3-dimethyl-3H-imidazo[4,5-b]pyridin-6-ylmethyl]-(3,5-bis-trifluoromethyl-benzyl)-cyanamide), [N-]=[N+]=[N-].[Na+] (sodium azide), [Cl-].[NH4+] (ammonium chloride). Solvent: CN(C)C=O (DMF), C(C)(=O)OCC (ethyl acetate). Run at temperature 90 celsius. Yields the product FC(C=1C=C(CN(C=2N=NNN2)CC=2C=C3C(=NC2N(CC2CC2)CC2CC2)N(C(=N3)C)C)C=C(C1)C(F)(F)F)(F)F ((6-{[(3,5-bis-trifluoromethyl-benzyl)-(2H-tetrazol-5-yl)-amino]-methyl }-2,3-dimethyl-3H-imidazo[4,5-b]pyridin-5-yl)-bis-cyclopropylmethyl-amine). Yield: 926.6%. As a reaction SMILES: [CH:1]1([CH2:4][N:5]([CH2:36][CH:37]2[CH2:39][CH2:38]2)[C:6]2[N:11]=[C:10]3[N:12]([CH3:16])[C:13]([CH3:15])=[N:14][C:9]3=[CH:8][C:7]=2[CH2:17][N:18]([CH2:21][C:22]2[CH:27]=[C:26]([C:28]([F:31])([F:30])[F:29])[CH:25]=[C:24]([C:32]([F:35])([F:34])[F:33])[CH:23]=2)[C:19]#[N:20])[CH2:3][CH2:2]1.[N-:40]=[N+:41]=[N-:42].[Na+].[Cl-].[NH4+]>CN(C=O)C.C(OCC)(=O)C>[F:35][C:32]([F:33])([F:34])[C:24]1[CH:23]=[C:22]([CH:27]=[C:26]([C:28]([F:30])([F:29])[F:31])[CH:25]=1)[CH2:21][N:18]([CH2:17][C:7]1[CH:8]=[C:9]2[N:14]=[C:13]([CH3:15])[N:12]([CH3:16])[C:10]2=[N:11][C:6]=1[N:5]([CH2:4][CH:1]1[CH2:2][CH2:3]1)[CH2:36][CH:37]1[CH2:39][CH2:38]1)[C:19]1[N:40]=[N:41][NH:42][N:20]=1 |f:1.2,3.4|. Reported procedure: A mixture of [5-(bis-cyclopropylmethyl-amino)-2,3-dimethyl-3H-imidazo[4,5-b]pyridin-6-ylmethyl]-(3,5-bis-trifluoromethyl-benzyl)-cyanamide (0.220 g, 0.04 mmol), sodium azide (0.130 g, 2 mmol.) and ammonium chloride (0.106 g, 2 mmol) were taken in DMF (15 mL) and heated at 90° C. for 2 h. The reaction mixture was taken in ethyl acetate (250 mL) and washed with water (250 mL×4) and the organic layer was dried over anhydrous sodium sulfate and concentrated under reduced pressure to yield 0.220 g of... The reactants are O=C1CC2CCC(C1)N2Cc1ccccc1, CCO, Cl, NO, c1ccncc1. The product is ON=C1CC2CCC(C1)N2Cc1ccccc1. As a reaction SMILES: [CH2:1]([c:2]1[cH:3][cH:4][cH:5][cH:6][cH:7]1)[N:8]1[CH:9]2[CH2:10][C:11](=[O:16])[CH2:12][CH:13]1[CH2:14][CH2:15]2.[CH3:26][CH2:27][OH:28].[ClH:17].[NH2:18][OH:19].[cH:20]1[cH:21][cH:22][n:23][cH:24][cH:25]1>>[CH2:1]([c:2]1[cH:3][cH:4][cH:5][cH:6][cH:7]1)[N:8]1[CH:9]2[CH2:10][C:11](=[N:18][OH:19])[CH2:12][CH:13]1[CH2:14][CH2:15]2. Starting materials: NC1=C(C=C(C(=C1)N)F)CC(=O)O ((2,4-diamino-5-fluoro-phenyl)-acetic acid), [OH-].[Na+] (sodium hydroxide). Run in Cl (hydrochloric acid). Yields the product NC=1C(=CC2=CC(N=C2C1)=O)F (6-Amino-5-fluoro-indol-2-one), FC=1C=C2CC(NC2=CC1N)=O (5-fluoro-6-amino-1,3-dihydro-indol-2-one). Isolated yield 164.8%. As a reaction SMILES: [NH2:1][C:2]1[CH:7]=[C:6]([NH2:8])[C:5]([F:9])=[CH:4][C:3]=1[CH2:10][C:11]([OH:13])=O.[OH-].[Na+]>Cl>[NH2:8][C:6]1[C:5]([F:9])=[CH:4][C:3]2[C:2]([CH:7]=1)=[N:1][C:11](=[O:13])[CH:10]=2.[F:9][C:5]1[CH:4]=[C:3]2[C:2](=[CH:7][C:6]=1[NH2:8])[NH:1][C:11](=[O:13])[CH2:10]2 |f:1.2|. Procedure: (2,4-Diamino-5-fluoro-phenyl)-acetic acid 9c (7.12 g, 38.7 mmol) was dissolved in 100 mL of hydrochloric acid (1 M) under stirring at room temperature, and the reaction solution was heated to reflux for 1 hour. The reaction was completed until TLC showed the disappearance of starting materials. The reaction mixture was naturally cooled down to room temperature, followed by an ice-water bath cooling, and 100 mL of sodium hydroxide solution (1M) was then added dropwise to neutralize the reaction s...